Dataset: the Open Reaction Database (ORD), a public repository of structured organic reaction records. Task: describe an organic reaction: reactants, conditions, products, and yield Reactants: COC1=CC=C(CNC2=NC3=CC=C(C=C3C(=N2)N[C@@H]2[C@@H](CCCC2)NC(OC(C)(C)C)=O)C)C=C1 (tert-butyl (1R,2S)-2-({2-[(4-methoxybenzyl)amino]-6-methylquinazolin-4-yl}amino)cyclohexylcarbamate). Run in C(Cl)Cl (methylene chloride), FC(C(=O)O)(F)F (trifluoroacetic acid). Run at time 72 hour. The product is N[C@H]1[C@H](CCCC1)NC1=NC(=NC2=CC=C(C=C12)C)N (N4-[(1S,2R)-2-aminocyclohexyl]-6-methylquinazoline-2,4-diamine). Isolated yield 88.9%. Reaction SMILES: COC1C=CC(C[NH:8][C:9]2[N:18]=[C:17]([NH:19][C@H:20]3[CH2:25][CH2:24][CH2:23][CH2:22][C@H:21]3[NH:26]C(=O)OC(C)(C)C)[C:16]3[C:11](=[CH:12][CH:13]=[C:14]([CH3:34])[CH:15]=3)[N:10]=2)=CC=1>C(Cl)Cl.FC(F)(F)C(O)=O>[NH2:26][C@@H:21]1[CH2:22][CH2:23][CH2:24][CH2:25][C@@H:20]1[NH:19][C:17]1[C:16]2[C:11](=[CH:12][CH:13]=[C:14]([CH3:34])[CH:15]=2)[N:10]=[C:9]([NH2:8])[N:18]=1. Procedure details: To a solution of 9.37 g of tert-butyl (1R,2S)-2-({2-[(4-methoxybenzyl)amino]-6-methylquinazolin-4-yl}amino)cyclohexylcarbamate in 30 ml of methylene chloride, 95 ml of trifluoroacetic acid was added under ice cooling, and then the mixture was stirred for 72 hours. The reaction solution was concentrated, neutralized with a saturated sodium hydrogencarbonate solution, extracted with chloroform:methanol=10:1 and then dried. The solvent was distilled off and the residue was purified by Fuji Silysia ... The reactants are C(C)(C)(C)C=1N=C(C=2C(N1)=NN(N2)CC)N2CC(CC2)(F)F (5-tert-Butyl-7-(3,3-difluoro-pyrrolidin-1-yl)-2-ethyl-2H-[1,2,3]triazolo[4,5-d]pyrimidine), C(C)(C)(C)NC=1N=C(C2=C(N1)NN=N2)N2CC(CC2)(F)F (tert-Butyl-[7-(3,3-difluoro-pyrrolidin-1-yl)-3H-[1,2,3]triazolo[4,5-d]pyrimidin-5-yl]-amine), BrCC1=C(C=CC=C1)S(=O)(=O)C (1-(bromomethyl)-2-(methylsulfonyl)benzene). Yields the product C(C)(C)(C)NC=1N=C(C=2C(N1)=NN(N2)CC2=C(C=CC=C2)S(=O)(=O)C)N2CC(CC2)(F)F (tert-Butyl-[7-(3,3-difluoro-pyrrolidin-1-yl)-2-(2-methanesulfonyl-benzyl)-2H-[1,2,3]triazolo[4,5-d]pyrimidin-5-yl]-amine). As a reaction SMILES: C(C1N=C(N2CCC(F)(F)C2)C2C(=NN(CC)N=2)N=1)(C)(C)C.[C:23]([NH:27][C:28]1[N:29]=[C:30]([N:37]2[CH2:41][CH2:40][C:39]([F:43])([F:42])[CH2:38]2)[C:31]2[N:36]=[N:35][NH:34][C:32]=2[N:33]=1)([CH3:26])([CH3:25])[CH3:24].Br[CH2:45][C:46]1[CH:51]=[CH:50][CH:49]=[CH:48][C:47]=1[S:52]([CH3:55])(=[O:54])=[O:53]>>[C:23]([NH:27][C:28]1[N:29]=[C:30]([N:37]2[CH2:41][CH2:40][C:39]([F:42])([F:43])[CH2:38]2)[C:31]2[C:32](=[N:34][N:35]([CH2:45][C:46]3[CH:51]=[CH:50][CH:49]=[CH:48][C:47]=3[S:52]([CH3:55])(=[O:54])=[O:53])[N:36]=2)[N:33]=1)([CH3:26])([CH3:24])[CH3:25]. Reported procedure: In analogy to the procedure described for the synthesis of 5-tert-butyl-7-(3,3-difluoro-pyrrolidin-1-yl)-2-ethyl-2H-[1,2,3]triazolo[4,5-d]pyrimidine (example 3, step b), the title compound was prepared from tert-Butyl-[7-(3,3-difluoro-pyrrolidin-1-yl)-3H-[1,2,3]triazolo[4,5-d]pyrimidin-5-yl]-amine and 1-(bromomethyl)-2-(methylsulfonyl)benzene. MS (m/e): 466.4 (MH+) Starting materials: ClC1=NC=C(C(=N1)C=C)F (2-chloro-4-ethenyl-5-fluoropyrimidine), O1CCCC1 (tetrahydrofuran), O (water), O (water), O (water), NaIO4. The reagents and catalysts are O=[Os](=O)(=O)=O (OsO4). Reaction conditions: temperature 5 celsius, time 60 minute. Yields the product ClC1=NC=C(C(=N1)C(O)O)F ((2-chloro-5-fluoropyrimidin-4-yl)methanediol). As a reaction SMILES: [Cl:1][C:2]1[N:7]=[C:6]([CH:8]=C)[C:5]([F:10])=[CH:4][N:3]=1.[O:11]1CCCC1.[OH2:16]>O=[Os](=O)(=O)=O>[Cl:1][C:2]1[N:7]=[C:6]([CH:8]([OH:11])[OH:16])[C:5]([F:10])=[CH:4][N:3]=1. Procedure details: A solution of OsO4 in water (0.015 g/ml, 265 mL) was added into a 10-L 4-necked round-bottom flask with 2-chloro-4-ethenyl-5-fluoropyrimidine (303 g, 1.24 mol, 1.00 equiv, 65%), tetrahydrofuran (2400 mL) and water (1600 mL). This was followed by the addition of NaIO4(424 g, 1.94 mol, 1.56 equiv, 98%), in portions at 0-10° C. The resulting solution was stirred for 60 min at 0-10° C. in a water/ice bath. The resulting solution was diluted with water (4 L), then extracted with ethyl acetate (5×1000... Reactants: ClC1=C(C=CC(=C1COC=1C=CC=C2C(=CC(=NC12)C)N1N=CC=C1)Cl)N1C(=CC=C1)C(=O)OCC (1-[2,4-dichloro-3-[2-methyl-4-(pyrazol-1-yl)quinolin-8-yloxymethyl]phenyl]-2-ethoxycarbonylpyrrole), [OH-].[Na+] (sodium hydroxide). Solvent: O1CCOCC1 (1,4-dioxane). Yields the product C(=O)(O)C=1N(C=CC1)C1=C(C(=C(C=C1)Cl)COC=1C=CC=C2C(=CC(=NC12)C)N1N=CC=C1)Cl (2-carboxy-1-[2,4-dichloro-3-[2-methyl-4-(pyrazol-1-yl)quinolin-8-yloxymethyl]phenyl]pyrrole). Yield: 79.2%. RXN SMILES: [Cl:1][C:2]1[C:7]([CH2:8][O:9][C:10]2[CH:11]=[CH:12][CH:13]=[C:14]3[C:19]=2[N:18]=[C:17]([CH3:20])[CH:16]=[C:15]3[N:21]2[CH:25]=[CH:24][CH:23]=[N:22]2)=[C:6]([Cl:26])[CH:5]=[CH:4][C:3]=1[N:27]1[CH:31]=[CH:30][CH:29]=[C:28]1[C:32]([O:34]CC)=[O:33].[OH-].[Na+]>O1CCOCC1>[C:32]([C:28]1[N:27]([C:3]2[CH:4]=[CH:5][C:6]([Cl:26])=[C:7]([CH2:8][O:9][C:10]3[CH:11]=[CH:12][CH:13]=[C:14]4[C:19]=3[N:18]=[C:17]([CH3:20])[CH:16]=[C:15]4[N:21]3[CH:25]=[CH:24][CH:23]=[N:22]3)[C:2]=2[Cl:1])[CH:31]=[CH:30][CH:29]=1)([OH:34])=[O:33] |f:1.2|. Reported procedure: To a solution of 1-[2,4-dichloro-3-[2-methyl-4-(pyrazol-1-yl)quinolin-8-yloxymethyl]phenyl]-2-ethoxycarbonylpyrrole (395 mg) in 1,4-dioxane (5 ml) was added 1N sodium hydroxide solution (1.8 ml), and the mixture was refluxed for 2 days. The solvent was removed in vacuo and the residue was dissolved in water. The aqueous solultion was washed with diethyl ether and adjusted to pH 5 with 1N hydrochloric acid. The mixture was extracted with chloroform, and the extract was dried over magnesium sulfat... The reactants are OC1=C(C(=O)C2CCNCC2)C=CC(=C1)OC (4-(2-hydroxy-4-methoxybenzoyl)piperidine), C(C1=CC=CC=C1)Br (benzyl bromide), C([O-])(O)=O.[Na+] (sodium bicarbonate), CN(C=O)C (dimethylformamide). Run in O (water). Run at time 15 hour. Product: C(C1=CC=CC=C1)N1CCC(CC1)C(C1=C(C=C(C=C1)OC)O)=O (1-Benzyl-4-(2-hydroxy-4-methoxybenzoyl)piperidine). Yield: 57.4%. RXN SMILES: [OH:1][C:2]1[CH:15]=[C:14]([O:16][CH3:17])[CH:13]=[CH:12][C:3]=1[C:4]([CH:6]1[CH2:11][CH2:10][NH:9][CH2:8][CH2:7]1)=[O:5].[CH2:18](Br)[C:19]1[CH:24]=[CH:23][CH:22]=[CH:21][CH:20]=1.C(=O)(O)[O-].[Na+].CN(C)C=O>O>[CH2:18]([N:9]1[CH2:8][CH2:7][CH:6]([C:4](=[O:5])[C:3]2[CH:12]=[CH:13][C:14]([O:16][CH3:17])=[CH:15][C:2]=2[OH:1])[CH2:11][CH2:10]1)[C:19]1[CH:24]=[CH:23][CH:22]=[CH:21][CH:20]=1 |f:2.3|. Procedure: A mixture of 14.50 g of 4-(2-hydroxy-4-methoxybenzoyl)piperidine, 6.40 ml of benzyl bromide, 10.20 g of sodium bicarbonate and 74.0 ml of dimethylformamide was stirred at 60° for 15 hrs. The reaction mixture was poured into 250 ml of water and a precipitate formed. The precipitate was collected, washed with water and recrystallized from ethanol to yield 10.0 g (57.4%) of product, mp, 123°-125°. Solvent: CO (methanol). The product is NC1=CC=C(C=C1)CC(=O)N(CCCCCCC)CC (4-Aminophenyl-N-ethyl-N-heptylacetamide). Procedure details: N-Ethyl-N-heptyl-4-nitrophenylacetamide (Preparation 18) (7.5 g) is hydrogenated on the Parr hydrogenator in two portions; i.e., 3.75 g in 150 ml methanol plus 0.4 g of 10% Pd/C catalyst at an initial hydrogen pressure of 50 psi. The hydrogen uptake ceases after 15 min; after 15 min more, the mixture is filtered through Celite. The filtrates of both runs are pooled and concentrated in vacuo. The residue is dissolved in 20 ml of EtOH, 200 ml of Et2O is added and the mixture treated with 12.0 ml o... Reaction conditions: time 15 minute. The reagents and catalysts are [Pd] (Pd/C). Starting materials: C(C)N(C(CC1=CC=C(C=C1)[N+](=O)[O-])=O)CCCCCCC (N-Ethyl-N-heptyl-4-nitrophenylacetamide), [H][H] (hydrogen), [H][H] (hydrogen). Reaction SMILES: [CH2:1]([N:3]([CH2:16][CH2:17][CH2:18][CH2:19][CH2:20][CH2:21][CH3:22])[C:4](=[O:15])[CH2:5][C:6]1[CH:11]=[CH:10][C:9]([N+:12]([O-])=O)=[CH:8][CH:7]=1)[CH3:2].[H][H]>CO.[Pd]>[NH2:12][C:9]1[CH:8]=[CH:7][C:6]([CH2:5][C:4]([N:3]([CH2:1][CH3:2])[CH2:16][CH2:17][CH2:18][CH2:19][CH2:20][CH2:21][CH3:22])=[O:15])=[CH:11][CH:10]=1.